This data is from the Open Reaction Database (ORD), a public repository of structured organic reaction records. The task is: describe an organic reaction: reactants, conditions, products, and yield Starting materials: [H][H] (hydrogen), NC=1C(=CC2=C(C(OC(N2)=O)(C)C)C1)[N+](=O)[O-] (6-amino-4,4-dimethyl-7-nitro-4H-3,1-benzoxazin-2-one), Cl (hydrochloric acid). Reagents/catalysts: [Pd] (Palladium/charcoal). The solvent is CO (methanol). The product is Cl.Cl.NC=1C(=CC2=C(C(OC(N2)=O)(C)C)C1)N (6,7-Diamino-4,4-dimethyl-4H-3,1-benzoxazin-2-one dihydrochloride). Reaction SMILES: [NH2:1][C:2]1[C:3]([N+:15]([O-])=O)=[CH:4][C:5]2[NH:10][C:9](=[O:11])[O:8][C:7]([CH3:13])([CH3:12])[C:6]=2[CH:14]=1.[H][H].[ClH:20]>CO.[Pd]>[ClH:20].[ClH:20].[NH2:1][C:2]1[C:3]([NH2:15])=[CH:4][C:5]2[NH:10][C:9](=[O:11])[O:8][C:7]([CH3:12])([CH3:13])[C:6]=2[CH:14]=1 |f:5.6.7|. Reported procedure: 35.6 g (0.15 mol) of 6-amino-4,4-dimethyl-7-nitro-4H-3,1-benzoxazin-2-one are dissolved in 500 ml of methanol and 60 ml of 7.5 N methanolic hydrochloric acid, 3.5 g of 10% Palladium/charcoal are added and the resulting mixture is hydrogenated for 45 minutes in an autoclave at ambient temperature under 5 bar of hydrogen pressure. The catalyst is then removed by suction filtering and the filtrate is diluted to 2 liters with ether. The precipitate is suction filtered, washed with ether and dried. The reactants are C(C\C=C\CC)(=O)O (trans-3-hexenoic acid), C1(OCCO1)=O (ethylene carbonate). Yields the product OCCOC(CC=CCC)=O (2-hydroxyethyl-3-hexenoate). Reaction SMILES: [C:1]([OH:8])(=[O:7])[CH2:2]/[CH:3]=[CH:4]/[CH2:5][CH3:6].C1(=O)O[CH2:12][CH2:11][O:10]1>>[OH:10][CH2:11][CH2:12][O:7][C:1](=[O:8])[CH2:2][CH:3]=[CH:4][CH2:5][CH3:6]. Reported procedure: For instance, we treated trans-3-hexenoic acid (a low molar mass model compound for HTBN) with ethylene carbonate in the presence of a phase transfer catalyst to yield 2-hydroxyethyl-3-hexenoate. More specifically, trans-3-hexenoic acid (about 1.14 grams; about 0.001 moles, commercially available from Aldrich Chemical Co., Milwaukee, Wis.), ethylene carbonate (about 0.97 grams; about 0.001 moles) and phase transfer catalyst were added to a 25 ml reaction flask containing a magnetic stirrer. The ...